describe an organic reaction: reactants, conditions, products, and yield From a dataset of the Open Reaction Database (ORD), a public repository of structured organic reaction records. The reactants are CCN=C=O, C1CCOC1, COCCCCN1C(=O)C(C)(CO)Oc2cc(C)c(C(=O)N(C(C)C)C3CCCN(C(=O)OC(C)(C)C)C3)cc21. Product: CCNC(=O)OCC1(C)Oc2cc(C)c(C(=O)N(C(C)C)C3CCCN(C(=O)OC(C)(C)C)C3)cc2N(CCCCOC)C1=O. As a reaction SMILES: [CH2:41]([CH3:42])[N:43]=[C:44]=[O:45].[O:46]1[CH2:47][CH2:48][CH2:49][CH2:50]1.[OH:1][CH2:2][C:3]1([CH3:40])[O:4][c:5]2[c:6]([cH:16][c:17]([C:21](=[O:22])[N:23]([CH:24]3[CH2:25][N:26]([C:30](=[O:31])[O:32][C:33]([CH3:34])([CH3:35])[CH3:36])[CH2:27][CH2:28][CH2:29]3)[CH:37]([CH3:38])[CH3:39])[c:18]([CH3:20])[cH:19]2)[N:7]([CH2:10][CH2:11][CH2:12][CH2:13][O:14][CH3:15])[C:8]1=[O:9]>>[O:1]([CH2:2][C:3]1([CH3:40])[O:4][c:5]2[c:6]([cH:16][c:17]([C:21](=[O:22])[N:23]([CH:24]3[CH2:25][N:26]([C:30](=[O:31])[O:32][C:33]([CH3:34])([CH3:35])[CH3:36])[CH2:27][CH2:28][CH2:29]3)[CH:37]([CH3:38])[CH3:39])[c:18]([CH3:20])[cH:19]2)[N:7]([CH2:10][CH2:11][CH2:12][CH2:13][O:14][CH3:15])[C:8]1=[O:9])[C:44]([NH:43][CH2:41][CH3:42])=[O:45]. Starting materials: O=C1NC(C(N1)=O)P(OCC)(=O)OCC (diethyl 2,4-dioxoimidazolidine-5-phosphonate), [Na] (Sodium), CC1=C(C=O)C(=CC=C1C)[N+](=O)[O-] (2,3-dimethyl-6-nitrobenzaldehyde). Run in O (water), C(C)O (ethanol). Reaction conditions: time 5 minute. Yields the product CC1=C(C(=CC=C1C)[N+](=O)[O-])C=C1C(NC(N1)=O)=O (5-[(2,3-dimethyl-6-nitrophenyl)methylene]-2,4-imidazolidinedione). As a reaction SMILES: [Na].[O:2]=[C:3]1[NH:7][C:6](=[O:8])[CH:5](P(OCC)(=O)OCC)[NH:4]1.[CH3:17][C:18]1[C:25]([CH3:26])=[CH:24][CH:23]=[C:22]([N+:27]([O-:29])=[O:28])[C:19]=1[CH:20]=O>C(O)C.O>[CH3:17][C:18]1[C:25]([CH3:26])=[CH:24][CH:23]=[C:22]([N+:27]([O-:29])=[O:28])[C:19]=1[CH:20]=[C:5]1[NH:4][C:3](=[O:2])[NH:7][C:6]1=[O:8] |^1:0|. Procedure details: Sodium (0.41 g, 0.018 g atom) was dissolved in ethanol (40 mL) and diethyl 2,4-dioxoimidazolidine-5-phosphonate (4.21 g, 18 mmol) added. After 5 minutes, 2,3-dimethyl-6-nitrobenzaldehyde (2.66 g, 15 mmol) was added in one portion and the mixture stirred at room temperature for 90 minutes. The mixture was diluted with water, filtered and the solid washed with water and air dried gave 5-[(2,3-dimethyl-6-nitrophenyl)methylene]-2,4-imidazolidinedione as a single geometrical isomer (3.35 g, 86%). Ana...